From a dataset of the Open Reaction Database (ORD), a public repository of structured organic reaction records. describe an organic reaction: reactants, conditions, products, and yield The reactants are Cl (Hydrogen chloride), BrC1=CC=C(C=C1)[C@@H]1N(CCN(C1)C(=O)OC(C)(C)C)C(=O)OC(C)(C)C (di-tert-butyl (2S)-2-(4-bromophenyl)piperazine-1,4-dicarboxylate). Run in C(C)(=O)OCC (ethyl acetate), CO (methanol). Reaction conditions: time 1 hour. Yields the product BrC1=CC=C(C=C1)[C@@H]1NCCNC1 ((2S)-2-(4-bromophenyl)piperazine). Reaction SMILES: Cl.[Br:2][C:3]1[CH:8]=[CH:7][C:6]([C@H:9]2[CH2:14][N:13](C(OC(C)(C)C)=O)[CH2:12][CH2:11][N:10]2C(OC(C)(C)C)=O)=[CH:5][CH:4]=1>C(OCC)(=O)C.CO>[Br:2][C:3]1[CH:4]=[CH:5][C:6]([C@H:9]2[CH2:14][NH:13][CH2:12][CH2:11][NH:10]2)=[CH:7][CH:8]=1. Reported procedure: Hydrogen chloride in ethyl acetate solution (4N) was added to a solution of di-tert-butyl (2S)-2-(4-bromophenyl)piperazine-1,4-dicarboxylate (10 g, 22.7 mmol) in methanol (50 ml). The mixture was stirred for one hour at room temperature and the solvent was evaporated under reduced pressure to give white solid. The mixture was partitioned between saturated aqueous sodium bicarbonate and chloroform. The organic layer was washed with brine, dried over magnesium sulfate and concentrated in vacuo to ... Procedure: To tetrahydrofuran (1 ml) solution of 1-(2-cyanoethyl)-5-nitro-2-(4-nitrophenylthio)imidazole (36 mg) was added 1,8-diazabicyclo[5.4.0]undecene-7 (0.02 ml) at a room temperature, and stirred at the same temperature for 5 hours. To the reaction mixture were added 1N hydrochloric acid (0.2 ml), water and ethyl acetate, then the organic layer was taken by liquid separation. The ethyl acetate layer was washed with water and an aqueous solution being saturated with sodium chloride, then dried over an... Yields the product [N+](=O)([O-])C=1N=C(NC1)SC1=CC=C(C=C1)[N+](=O)[O-] (4-nitro-2-(4-nitrophenylthio)imidazole). Reaction conditions: time 5 hour. The solvent is C(C)(=O)OCC (ethyl acetate). As a reaction SMILES: O1CCCC1.C(CC[N:10]1[C:14]([N+:15]([O-:17])=[O:16])=[CH:13][N:12]=[C:11]1[S:18][C:19]1[CH:24]=[CH:23][C:22]([N+:25]([O-:27])=[O:26])=[CH:21][CH:20]=1)#N.Cl.O>C(OCC)(=O)C>[N+:15]([C:14]1[N:10]=[C:11]([S:18][C:19]2[CH:20]=[CH:21][C:22]([N+:25]([O-:27])=[O:26])=[CH:23][CH:24]=2)[NH:12][CH:13]=1)([O-:17])=[O:16]. The yield is 89.9%. The reactants are O1CCCC1 (tetrahydrofuran), C(#N)CCN1C(=NC=C1[N+](=O)[O-])SC1=CC=C(C=C1)[N+](=O)[O-] (1-(2-cyanoethyl)-5-nitro-2-(4-nitrophenylthio)imidazole), 1,8-diazabicyclo[5.4.0]undecene-7, Cl (hydrochloric acid), O (water). Reaction SMILES: [C:1]([O:2][C:3](=[O:4])[NH:7][C:8]1([C:11](=[O:12])[N:13]2[CH2:14][CH2:15][N:16]([CH2:19][c:20]3[n:21]([CH3:46])[c:22]4[n:23][c:24](-[n:35]5[c:36]([CH2:44][CH3:45])[n:37][c:38]6[c:39]5[cH:40][cH:41][cH:42][cH:43]6)[n:25][c:26]([N:29]5[CH2:30][CH2:31][O:32][CH2:33][CH2:34]5)[c:27]4[n:28]3)[CH2:17][CH2:18]2)[CH2:9][CH2:10]1)([CH3:5])([CH3:6])[CH3:47].[Cl:48][CH2:49][Cl:50].[F:51][C:52]([F:53])([F:54])[C:55]([OH:56])=[O:57]>>[NH2:7][C:8]1([C:11](=[O:12])[N:13]2[CH2:14][CH2:15][N:16]([CH2:19][c:20]3[n:21]([CH3:46])[c:22]4[n:23][c:24](-[n:35]5[c:36]([CH2:44][CH3:45])[n:37][c:38]6[c:39]5[cH:40][cH:41][cH:42][cH:43]6)[n:25][c:26]([N:29]5[CH2:30][CH2:31][O:32][CH2:33][CH2:34]5)[c:27]4[n:28]3)[CH2:17][CH2:18]2)[CH2:9][CH2:10]1. The product is CCc1nc2ccccc2n1-c1nc(N2CCOCC2)c2nc(CN3CCN(C(=O)C4(N)CC4)CC3)n(C)c2n1. Starting materials: CCc1nc2ccccc2n1-c1nc(N2CCOCC2)c2nc(CN3CCN(C(=O)C4(NC(=O)OC(C)(C)C)CC4)CC3)n(C)c2n1, ClCCl, O=C(O)C(F)(F)F. Reactants: CC(C)C[AlH]CC(C)C, Cc1ccccc1, [Cl-], N#CC(CCOC1CCCCO1)c1ccc(Cl)c(Cl)c1, [NH4+], O. Yields the product O=CC(CCOC1CCCCO1)c1ccc(Cl)c(Cl)c1. RXN SMILES: [CH3:21][CH:22]([CH2:23][AlH:24][CH2:25][CH:26]([CH3:27])[CH3:28])[CH3:29].[CH3:33][c:34]1[cH:35][cH:36][cH:37][cH:38][cH:39]1.[Cl-:31].[Cl:1][c:2]1[cH:3][c:4]([CH:9]([C:10]#[N:11])[CH2:12][CH2:13][O:14][CH:15]2[O:16][CH2:17][CH2:18][CH2:19][CH2:20]2)[cH:5][cH:6][c:7]1[Cl:8].[NH4+:32].[OH2:30]>>[Cl:1][c:2]1[cH:3][c:4]([CH:9]([CH:10]=[O:30])[CH2:12][CH2:13][O:14][CH:15]2[O:16][CH2:17][CH2:18][CH2:19][CH2:20]2)[cH:5][cH:6][c:7]1[Cl:8].